The task is: describe an organic reaction: reactants, conditions, products, and yield. This data is from the Open Reaction Database (ORD), a public repository of structured organic reaction records. As a reaction SMILES: Cl.[NH2:2][C:3]1[CH:4]=[C:5]([CH:21]=[CH:22][CH:23]=1)[CH2:6][NH:7][C:8]1[C:17]2[C:12](=[C:13]([C:18]([NH2:20])=[O:19])[CH:14]=[CH:15][CH:16]=2)[N:11]=[CH:10][N:9]=1.Cl[C:25]1[CH:34]=[CH:33][C:32]2[C:27](=[CH:28][CH:29]=[CH:30][CH:31]=2)[N:26]=1>>[N:26]1[C:27]2[C:32](=[CH:31][CH:30]=[CH:29][CH:28]=2)[CH:33]=[CH:34][C:25]=1[NH:2][C:3]1[CH:4]=[C:5]([CH:21]=[CH:22][CH:23]=1)[CH2:6][NH:7][C:8]1[C:17]2[C:12](=[C:13]([C:18]([NH2:20])=[O:19])[CH:14]=[CH:15][CH:16]=2)[N:11]=[CH:10][N:9]=1 |f:0.1|. Procedure details: The title compound was prepared according to Example 684 starting 4-(3-Amino-benzylamino)-quinazoline-8-carboxylic acid amide hydrochloride and 2-Chloro-quinoline at 120° C.: Product: N1=C(C=CC2=CC=CC=C12)NC=1C=C(CNC2=NC=NC3=C(C=CC=C23)C(=O)N)C=CC1 (4-[3-(Quinolin-2-ylamino)-benzylamino]-quinazoline-8-carboxylic acid amide). Reactants: Cl.NC=1C=C(CNC2=NC=NC3=C(C=CC=C23)C(=O)N)C=CC1 (4-(3-Amino-benzylamino)-quinazoline-8-carboxylic acid amide hydrochloride), ClC1=NC2=CC=CC=C2C=C1 (2-Chloro-quinoline). The reactants are C1(=CC=CC=C1)C1=C(CC(C(=O)OCC)C(=O)OCC)C=CC=C1 (diethyl (2-phenylbenzyl)malonate), [OH-].[K+] (potassium hydroxide). The solvent is O (water), C(C)O (ethanol). Reaction conditions: time 60 hour. The product is C1(=CC=CC=C1)C1=C(CC(C(=O)O)C(=O)O)C=CC=C1 ((2-phenylbenzyl)malonic acid). RXN SMILES: [C:1]1([C:7]2[CH:24]=[CH:23][CH:22]=[CH:21][C:8]=2[CH2:9][CH:10]([C:16]([O:18]CC)=[O:17])[C:11]([O:13]CC)=[O:12])[CH:6]=[CH:5][CH:4]=[CH:3][CH:2]=1.[OH-].[K+]>O.C(O)C>[C:1]1([C:7]2[CH:24]=[CH:23][CH:22]=[CH:21][C:8]=2[CH2:9][CH:10]([C:16]([OH:18])=[O:17])[C:11]([OH:13])=[O:12])[CH:2]=[CH:3][CH:4]=[CH:5][CH:6]=1 |f:1.2|. Reported procedure: A stirred solution of 149.0 g (0.456 mole) of diethyl (2-phenylbenzyl)malonate and 56.1 g (1.0 mole) of potassium hydroxide in 50 ml of water and 500 ml of ethanol was heated under reflux for 3 hours. The reaction mixture was allowed to cool to ambient temperature and stand for 60 hours. The ethanol was removed by distillation and the residue slurried in 400 ml of water. The mixture was extracted with one portion of 250 ml of diethyl ether. The aqueous phase was separated and acidified with conc... Reactants: Cc1ccnc(C)c1CO, ClCCl, O=S(Cl)Cl. The product is Cc1ccnc(C)c1CCl. RXN SMILES: [CH3:1][c:2]1[n:3][cH:4][cH:5][c:6]([CH3:10])[c:7]1[CH2:8][OH:9].[Cl:15][CH2:16][Cl:17].[S:11]([Cl:12])([Cl:13])=[O:14]>>[CH3:1][c:2]1[n:3][cH:4][cH:5][c:6]([CH3:10])[c:7]1[CH2:8][Cl:13]. Reactants: Cl (hydrochloric acid), C(C)OC1=NN(C=C1CC(=O)OCC)CC=1C=NC(=CC1)OCC=1N=C(OC1C)C=1OC=CC1 (ethyl 3-ethoxy-1-[6-[2-(2-furyl)-5-methyl-4-oxazolylmethoxy]-3-pyridylmethyl]-1H-pyrazol-4-ylacetate), [OH-].[Na+] (sodium hydroxide), O1CCCC1 (tetrahydrofuran). Solvent: C(C)O (ethanol). Conditions: time 2 hour. The product is C(C)OC1=NN(C=C1CC(=O)O)CC=1C=NC(=CC1)OCC=1N=C(OC1C)C=1OC=CC1 (3-ethoxy-1-[6-[2-(2-furyl)-5-methyl-4-oxazolylmethoxy]-3-pyridylmethyl]-1H-pyrazol-4-ylacetic acid). Isolated yield 90.0%. As a reaction SMILES: [CH2:1]([O:3][C:4]1[C:8]([CH2:9][C:10]([O:12]CC)=[O:11])=[CH:7][N:6]([CH2:15][C:16]2[CH:17]=[N:18][C:19]([O:22][CH2:23][C:24]3[N:25]=[C:26]([C:30]4[O:31][CH:32]=[CH:33][CH:34]=4)[O:27][C:28]=3[CH3:29])=[CH:20][CH:21]=2)[N:5]=1)[CH3:2].[OH-].[Na+].O1CCCC1.Cl>C(O)C>[CH2:1]([O:3][C:4]1[C:8]([CH2:9][C:10]([OH:12])=[O:11])=[CH:7][N:6]([CH2:15][C:16]2[CH:17]=[N:18][C:19]([O:22][CH2:23][C:24]3[N:25]=[C:26]([C:30]4[O:31][CH:32]=[CH:33][CH:34]=4)[O:27][C:28]=3[CH3:29])=[CH:20][CH:21]=2)[N:5]=1)[CH3:2] |f:1.2|. Reported procedure: After a mixture of ethyl 3-ethoxy-1-[6-[2-(2-furyl)-5-methyl-4-oxazolylmethoxy]-3-pyridylmethyl]-1H-pyrazol-4-ylacetate (364 mg), 1N aqueous sodium hydroxide solution (2 ml), tetrahydrofuran (4 ml) and ethanol (4 ml) was stirred at room temperature for 2 hours, 1 N hydrochloric acid (2 ml) was added to the mixture, and then the mixture was extracted with ethyl acetate. The ethyl acetate layer was washed with saturated aqueous sodium chloride solution, dried (MgSO4) and concentrated. The resultin...